Task: describe an organic reaction: reactants, conditions, products, and yield. Dataset: the Open Reaction Database (ORD), a public repository of structured organic reaction records Reactants: O=C(NC1(c2ccccc2)CC1)c1cccc(-c2cnc3oc(-c4ccc(F)cc4)c(Br)c3c2)c1, O=C([O-])[O-], CB1OB(C)OB(C)O1, [Na+], [Na+], CN(C)C=O, O, c1ccc(P(c2ccccc2)(c2ccccc2)[Pd](P(c2ccccc2)(c2ccccc2)c2ccccc2)(P(c2ccccc2)(c2ccccc2)c2ccccc2)P(c2ccccc2)(c2ccccc2)c2ccccc2)cc1. The product is Cc1c(-c2ccc(F)cc2)oc2ncc(-c3cccc(C(=O)NC4(c5ccccc5)CC4)c3)cc12. As a reaction SMILES: [Br:1][c:2]1[c:3](-[c:29]2[cH:30][cH:31][c:32]([F:35])[cH:33][cH:34]2)[o:4][c:5]2[n:6][cH:7][c:8](-[c:11]3[cH:12][c:13]([C:14](=[O:15])[NH:16][C:17]4([c:20]5[cH:21][cH:22][cH:23][cH:24][cH:25]5)[CH2:18][CH2:19]4)[cH:26][cH:27][cH:28]3)[cH:9][c:10]12.[C:45](=[O:46])([O-:47])[O-:48].[CH3:36][B:37]1[O:38][B:39]([CH3:40])[O:41][B:42]([CH3:43])[O:44]1.[Na+:49].[Na+:50].[O:51]=[CH:52][N:53]([CH3:54])[CH3:55].[OH2:56].[cH:57]1[cH:58][cH:59][c:60]([P:61]([Pd:62]([P:63]([c:64]2[cH:65][cH:66][cH:67][cH:68][cH:69]2)([c:70]2[cH:71][cH:72][cH:73][cH:74][cH:75]2)[c:76]2[cH:77][cH:78][cH:79][cH:80][cH:81]2)([P:82]([c:83]2[cH:84][cH:85][cH:86][cH:87][cH:88]2)([c:89]2[cH:90][cH:91][cH:92][cH:93][cH:94]2)[c:95]2[cH:96][cH:97][cH:98][cH:99][cH:100]2)[P:101]([c:102]2[cH:103][cH:104][cH:105][cH:106][cH:107]2)([c:108]2[cH:109][cH:110][cH:111][cH:112][cH:113]2)[c:114]2[cH:115][cH:116][cH:117][cH:118][cH:119]2)([c:120]2[cH:121][cH:122][cH:123][cH:124][cH:125]2)[c:126]2[cH:127][cH:128][cH:129][cH:130][cH:131]2)[cH:132][cH:133]1>>[c:2]1([CH3:36])[c:3](-[c:29]2[cH:30][cH:31][c:32]([F:35])[cH:33][cH:34]2)[o:4][c:5]2[n:6][cH:7][c:8](-[c:11]3[cH:12][c:13]([C:14](=[O:15])[NH:16][C:17]4([c:20]5[cH:21][cH:22][cH:23][cH:24][cH:25]5)[CH2:18][CH2:19]4)[cH:26][cH:27][cH:28]3)[cH:9][c:10]12. The reactants are COC(=O)C1CN(C(=O)OCc2ccccc2)CC1C(C)CO[Si](C)(C)C(C)(C)C, F, O, c1ccncc1, c1ccncc1. Yields the product COC(=O)C1CN(C(=O)OCc2ccccc2)CC1C(C)CO. RXN SMILES: [CH3:8][O:9][C:10](=[O:11])[CH:12]1[CH2:13][N:14]([C:28](=[O:29])[O:30][CH2:31][c:32]2[cH:33][cH:34][cH:35][cH:36][cH:37]2)[CH2:15][CH:16]1[CH:17]([CH2:18][O:19][Si:20]([C:21]([CH3:22])([CH3:23])[CH3:24])([CH3:25])[CH3:26])[CH3:27].[FH:7].[OH2:38].[cH:39]1[cH:40][cH:41][n:42][cH:43][cH:44]1.[n:1]1[cH:2][cH:3][cH:4][cH:5][cH:6]1>>[CH3:8][O:9][C:10](=[O:11])[CH:12]1[CH2:13][N:14]([C:28](=[O:29])[O:30][CH2:31][c:32]2[cH:33][cH:34][cH:35][cH:36][cH:37]2)[CH2:15][CH:16]1[CH:17]([CH2:18][OH:19])[CH3:27].